From a dataset of the Open Reaction Database (ORD), a public repository of structured organic reaction records. describe an organic reaction: reactants, conditions, products, and yield The reactants are ClC1CC2=CC[C@H]3[C@@H]4CC[C@H]([C@@H](CCC(C(C)C)=O)C)[C@]4(CC[C@@H]3[C@]2(CC1)C)C (3-chlorocholest-5-en-24-one), C(C)(=O)[O-].[K+] (potassium acetate). The solvent is C(C)(=O)O (acetic acid). The product is C(C)(=O)O.O[C@@H]1CC2=CC[C@H]3[C@@H]4CC[C@H]([C@@H](CCC(C(C)C)=O)C)[C@]4(CC[C@@H]3[C@]2(CC1)C)C (3β-hydroxycholest-5-en-24-one acetate). As a reaction SMILES: Cl[CH:2]1[CH2:27][CH2:26][C@@:25]2([CH3:28])[C:4](=[CH:5][CH2:6][C@@H:7]3[C@@H:24]2[CH2:23][CH2:22][C@@:21]2([CH3:29])[C@H:8]3[CH2:9][CH2:10][C@@H:11]2[C@H:12]([CH3:20])[CH2:13][CH2:14][C:15](=[O:19])[CH:16]([CH3:18])[CH3:17])[CH2:3]1.[C:30]([O-:33])(=[O:32])[CH3:31].[K+]>C(O)(=O)C>[C:30]([OH:33])(=[O:32])[CH3:31].[OH:32][C@H:2]1[CH2:27][CH2:26][C@@:25]2([CH3:28])[C:4](=[CH:5][CH2:6][C@@H:7]3[C@@H:24]2[CH2:23][CH2:22][C@@:21]2([CH3:29])[C@H:8]3[CH2:9][CH2:10][C@@H:11]2[C@H:12]([CH3:20])[CH2:13][CH2:14][C:15](=[O:19])[CH:16]([CH3:18])[CH3:17])[CH2:3]1 |f:1.2,4.5|. Procedure details: To the solution of 3-chlorocholest-5-en-24-one in glacial acetic acid (3 ml) was added anhydrous potassium acetate (0.2 g) and the solution was refluxed for 4 hours. The reaction mixture was concentrated and extracted with diethyl ether. The ether layer was washed with water, dried over magnesium sulfate and evaporated. The residue was chromatographed on silica gel to give 81.1 mg of 3β-hydroxycholest-5-en-24-one acetate having a melting point of 125°-127° C. after recrystallization from methano... Reactants: C(CCCC)(=O)O (valeric acid), C(C)(C)[C@@H]1NC(OC1)=O ((S)-4-isopropyl-2-oxazolidinone), C(C(C)(C)C)(=O)Cl (pivaloyl chloride), [Cl-].[Li+] (lithium chloride), C([O-])([O-])=O.[Na+].[Na+] (sodium carbonate). The solvent is O1CCCC1 (tetrahydrofuran), C1CCOC1 (THF), C(C)N(CC)CC (triethylamine), O (water), C1CCOC1 (THF), O (water). Conditions: temperature -10 celsius, time 1 hour. The product is C(CCCC)(=O)N1C(OC[C@@H]1C(C)C)=O ((4S)-N-pentanoyl-4-isopropyl-2-oxazolidinone). Yield: 96.6%. Reaction SMILES: [C:1]([OH:7])(=O)[CH2:2][CH2:3][CH2:4][CH3:5].C(Cl)(=O)C(C)(C)C.[Cl-].[Li+].[CH:17]([C@H:20]1[CH2:24][O:23][C:22](=[O:25])[NH:21]1)([CH3:19])[CH3:18].C(=O)([O-])[O-].[Na+].[Na+]>C1COCC1.O.C(N(CC)CC)C>[C:1]([N:21]1[C@@H:20]([CH:17]([CH3:19])[CH3:18])[CH2:24][O:23][C:22]1=[O:25])(=[O:7])[CH2:2][CH2:3][CH2:4][CH3:5] |f:2.3,5.6.7|. Procedure details: Under an atmosphere of nitrogen, to a mixed solution of tetrahydrofuran (383 ml) (hereinafter, abbreviated as THF) and triethylamine (88 ml) was added valeric acid (38 g) and dissolved. To the mixture was dropped pivaloyl chloride (45 ml) at −15° C. to −10° C. The reaction mixture was stirred at −10° C. for 1 hour, and thereto was added anhydrous lithium chloride (12 g). To the mixture was added a solution of (S)-4-isopropyl-2-oxazolidinone (32.3 g) in THF (118 ml), and the reaction mixture was ... Reaction SMILES: C(O[CH2:9][C:10]1[C:11]([O:24]C)=[N:12][CH:13]=[CH:14][C:15]=1[C@@:16]([OH:23])([CH2:21][CH3:22])[CH2:17][C:18]([O-:20])=[O:19])C1C=CC=CC=1.C([O-])=O.[NH4+].C1(N=C=NC2CCCCC2)CCCCC1.[I-].[Na+].C[Si](Cl)(C)C.[OH-].[NH4+]>ClCCl.Cl.CO.O1CCCC1.O.C(#N)C>[CH2:21]([C@:16]1([OH:23])[C:15]2[CH:14]=[CH:13][NH:12][C:11](=[O:24])[C:10]=2[CH2:9][O:19][C:18](=[O:20])[CH2:17]1)[CH3:22] |f:1.2,4.5,7.8|. Yields the product C(C)[C@]1(CC(OCC=2C(NC=CC21)=O)=O)O ((5R)-5-ethyl-5-hydroxy-1,3,4,5,8,9-hexahydrooxepino[3,4-c]pyridin-3,9-dione). Solvent: CO (methanol), O (water), C(C)#N (acetonitrile), O1CCCC1 (tetrahydrofuran), ClCCl (dichloromethane), Cl (hydrochloric acid). Reactants: C(=O)[O-].[NH4+] (ammonium formate), C1(CCCCC1)N=C=NC1CCCCC1 (dicyclohexylcarbodiimide), C(C1=CC=CC=C1)OCC=1C(=NC=CC1[C@](CC(=O)[O-])(CC)O)OC ((3R)-3-(3-benzyloxymethyl-2-methoxy-4-pyridyl)-3-hydroxy-pentanoate), [I-].[Na+] (sodium iodide), C[Si](C)(C)Cl (trimethylsilyl chloride), [OH-].[NH4+] (ammonium hydroxide). Procedure: The residue obtained in Stage 83a is agitated for 16 hours at 20° C. in a mixture of dichloromethane (270 ml) and 1N hydrochloric acid (270 ml). After decanting, the organic phase is concentrated, and the residue is taken up in methanol (87 ml) to be used in the following phase. This solution is poured under nitrogen onto Palladium at 10% on damp carbon at 50% (27.7 g; 13 mmol). The reaction medium is agitated for 5 min, then poured into a solution of ammonium formate (11.5 g; 183 mmol) in metha... Run at temperature 40 celsius, time 5 minute. Procedure: 252 g of Adeka Resin EP-4100, 16 g of PGE (phenyl glycidyl ether), 70 g of toluene and 70 g of IPA were added to 132 g of DEAPA and the addition reaction was carried out at 80° to 90° C. for 4 h while the solvent was refluxed. Then, toluene and IPA were distilled out. After thorough distillation of the solvent, a reaction product (A-2) was obtained. This reaction product was mixed with the phenoic novolac (B-1) obtained in Example 1 or bisphenol F in a ratio shown in the following table and a me... The product is C1=CC=C(C(=C1)CC2=CC=CC=C2O)O (bisphenol F). Run at time 4 hour. As a reaction SMILES: C([O:5][C:6]1[CH:11]=[CH:10][CH:9]=[CH:8][CH:7]=1)C1OC1.[C:12]1([CH3:18])[CH:17]=[CH:16][CH:15]=[CH:14][CH:13]=1.CCN(CCCN)CC.CC([OH:31])C>>[CH:9]1[CH:8]=[C:7]([CH2:18][C:12]2[C:17]([OH:31])=[CH:16][CH:15]=[CH:14][CH:13]=2)[C:6]([OH:5])=[CH:11][CH:10]=1. The reactants are C(C1CO1)OC1=CC=CC=C1 (PGE), C1(=CC=CC=C1)C (toluene), CCN(CC)CCCN (DEAPA), CC(C)O (IPA). The reactants are Oc1ccc(Br)c(Cl)c1, O=C([O-])[O-], CCCOCCCl, [I-], [K+], [K+], [Na+], CN(C)C=O, O. The product is CCCOCCOc1ccc(Br)c(Cl)c1. Reaction SMILES: [Br:1][c:2]1[c:3]([Cl:9])[cH:4][c:5]([OH:8])[cH:6][cH:7]1.[C:10](=[O:11])([O-:12])[O-:13].[Cl:18][CH2:19][CH2:20][O:21][CH2:22][CH2:23][CH3:24].[I-:17].[K+:14].[K+:15].[Na+:16].[O:25]=[CH:26][N:27]([CH3:28])[CH3:29].[OH2:30]>>[Br:1][c:2]1[c:3]([Cl:9])[cH:4][c:5]([O:8][CH2:19][CH2:20][O:21][CH2:22][CH2:23][CH3:24])[cH:6][cH:7]1. Reactants: Cc1nc(-c2ccccc2)n2nc(S(C)(=O)=O)ncc12, CSc1ncc2c(C)nc(-c3ccccc3)n2n1, CCO, Nc1ccc(OCCN2CCOCC2)cc1. Product: Cc1nc(-c2ccccc2)n2nc(Nc3ccc(OCCN4CCOCC4)cc3)ncc12. Reaction SMILES: [CH3:19][c:20]1[n:21][c:22](-[c:23]2[cH:24][cH:25][cH:26][cH:27][cH:28]2)[n:29]2[c:30]1[cH:31][n:32][c:33]([S:34]([CH3:35])(=[O:36])=[O:37])[n:38]2.[CH3:1][c:2]1[n:3][c:4](-[c:13]2[cH:14][cH:15][cH:16][cH:17][cH:18]2)[n:5]2[n:6][c:7]([S:11][CH3:12])[n:8][cH:9][c:10]12.[CH3:55][CH2:56][OH:57].[O:39]1[CH2:40][CH2:41][N:42]([CH2:45][CH2:46][O:47][c:48]2[cH:49][cH:50][c:51]([NH2:54])[cH:52][cH:53]2)[CH2:43][CH2:44]1>>[CH3:1][c:2]1[n:3][c:4](-[c:13]2[cH:14][cH:15][cH:16][cH:17][cH:18]2)[n:5]2[n:6][c:7]([NH:54][c:51]3[cH:50][cH:49][c:48]([O:47][CH2:46][CH2:45][N:42]4[CH2:41][CH2:40][O:39][CH2:44][CH2:43]4)[cH:53][cH:52]3)[n:8][cH:9][c:10]12. Procedure details: (2.85 g), T.l.c. [K] Rf 0.41, from 1,4-dibromobutane (10.6 g) and benzeneethanol (2 g). The product is BrCCCCOCCC1=CC=CC=C1 ([2-(4-Bromobutoxy)ethyl]benzene). Reactants: BrCCCCBr (1,4-dibromobutane), C1(=CC=CC=C1)CCO (benzeneethanol). Reaction SMILES: [Br:1][CH2:2][CH2:3][CH2:4][CH2:5]Br.[C:7]1([CH2:13][CH2:14][OH:15])[CH:12]=[CH:11][CH:10]=[CH:9][CH:8]=1>>[Br:1][CH2:2][CH2:3][CH2:4][CH2:5][O:15][CH2:14][CH2:13][C:7]1[CH:12]=[CH:11][CH:10]=[CH:9][CH:8]=1.